From a dataset of the Open Reaction Database (ORD), a public repository of structured organic reaction records. describe an organic reaction: reactants, conditions, products, and yield Starting materials: BrC1=CC2=C(C(=NO2)C)C=C1 (6-bromo-3-methyl-1,2-benzisoxazole), CC1=C(C=C(C=C1)NC(=O)C1=CSC=C1)B1OC(C(O1)(C)C)(C)C (N-[4-methyl-3-(4,4,5,5-tetramethyl-[1,3,2]dioxaborolan-2-yl)-phenyl]-3-thiopheneamide), CC1=C(C=C(C=C1)NC(=O)C1=CSC=C1)B1OC(C(O1)(C)C)(C)C (N-[4-methyl-3-(4,4,5,5-tetramethyl-[1,3,2]dioxaborolan-2-yl)-phenyl]-3-thiopheneamide). Product: CC1=C(C=C(C=C1)NC(=O)C1=CSC=C1)C1=CC2=C(C(=NO2)C)C=C1 (N-[4-Methyl-3-(3-methyl-1,2-benzisoxazol-6-yl)phenyl]thiophene-3-carboxamide). Isolated yield 49.3%. RXN SMILES: Br[C:2]1[CH:11]=[CH:10][C:5]2[C:6]([CH3:9])=[N:7][O:8][C:4]=2[CH:3]=1.[CH3:12][C:13]1[CH:18]=[CH:17][C:16]([NH:19][C:20]([C:22]2[CH:26]=[CH:25][S:24][CH:23]=2)=[O:21])=[CH:15][C:14]=1B1OC(C)(C)C(C)(C)O1>>[CH3:12][C:13]1[CH:14]=[CH:15][C:16]([NH:19][C:20]([C:22]2[CH:26]=[CH:25][S:24][CH:23]=2)=[O:21])=[CH:17][C:18]=1[C:2]1[CH:11]=[CH:10][C:5]2[C:6]([CH3:9])=[N:7][O:8][C:4]=2[CH:3]=1. Procedure: Example 5 was prepared in a similar manner to Example 4 using 6-bromo-3-methyl-1,2-benzisoxazole (11 mg) and N-[4-methyl-3-(4,4,5,5-tetramethyl-[1,3,2]dioxaborolan-2-yl)-phenyl]-3-thiopheneamide (Intermediate 15, 17 mg) to give an oil (8.5 mg). As a reaction SMILES: [NH:1]([C:3]1[CH:8]=[C:7]([C:9]#[N:10])[CH:6]=[CH:5][N:4]=1)[NH2:2].[Cl:11][C:12]1[CH:13]=[C:14]([C:18](=O)[CH2:19][C:20](OCC)=[O:21])[CH:15]=[CH:16][CH:17]=1>>[Cl:11][C:12]1[CH:13]=[C:14]([C:18]2[CH:19]=[C:20]([OH:21])[N:1]([C:3]3[CH:8]=[C:7]([C:9]#[N:10])[CH:6]=[CH:5][N:4]=3)[N:2]=2)[CH:15]=[CH:16][CH:17]=1. Product: ClC=1C=C(C=CC1)C1=NN(C(=C1)O)C1=NC=CC(=C1)C#N (2-[3-(3-chlorophenyl)-5-hydroxypyrazol-1-yl]pyridine-4-carbonitrile). Reported procedure: The title compound was prepared in 53% yield from 2-hydrazinylpyridine-4-carbonitrile (PREPARATION 2) and ethyl 3-(3-chlorophenyl)-3-oxopropanoate according to the procedure for the preparation of Example 158, part A. Isolated yield 53.0%. Reactants: N(N)C1=NC=CC(=C1)C#N (2-hydrazinylpyridine-4-carbonitrile), ClC=1C=C(C=CC1)C(CC(=O)OCC)=O (ethyl 3-(3-chlorophenyl)-3-oxopropanoate). Reactants: CC1(C)Oc2cc(C=CC(=O)O)cnc2NC1=O, CCN=C=NCCCN(C)C, CCN(C(C)C)C(C)C, CNCc1oc2ccccc2c1Cl, CN(C)C=O, O, On1nnc2ccccc21. Product: CN(Cc1oc2ccccc2c1Cl)C(=O)C=Cc1cnc2c(c1)OC(C)(C)C(=O)N2. Reaction SMILES: [CH3:14][C:15]1([CH3:31])[C:16](=[O:30])[NH:17][c:18]2[c:19]([cH:21][c:22]([CH:25]=[CH:26][C:27](=[O:28])[OH:29])[cH:23][n:24]2)[O:20]1.[CH3:51][N:52]([CH3:53])[CH2:54][CH2:55][CH2:56][N:57]=[C:58]=[N:59][CH2:60][CH3:61].[CH:42]([N:43]([CH:44]([CH3:45])[CH3:46])[CH2:47][CH3:48])([CH3:49])[CH3:50].[Cl:1][c:2]1[c:3]([CH2:11][NH:12][CH3:13])[o:4][c:5]2[c:6]1[cH:7][cH:8][cH:9][cH:10]2.[O:62]=[CH:63][N:64]([CH3:65])[CH3:66].[OH2:67].[OH:32][n:33]1[c:34]2[cH:35][cH:36][cH:37][cH:38][c:39]2[n:40][n:41]1>>[Cl:1][c:2]1[c:3]([CH2:11][N:12]([CH3:13])[C:27]([CH:26]=[CH:25][c:22]2[cH:21][c:19]3[c:18]([n:24][cH:23]2)[NH:17][C:16](=[O:30])[C:15]([CH3:14])([CH3:31])[O:20]3)=[O:29])[o:4][c:5]2[c:6]1[cH:7][cH:8][cH:9][cH:10]2. Procedure: To a solution of 4-chloro-7H-pyrrolo[2,3-d]pyrimidine (10 g, 65.12 mmol, 1.0 eq) in THF (300 mL), NaH (5.30 g, 130.24 mmol, 2 eq) was added at 0° C. After 3 h, benzenesulfonyl chloride (22.53 g, 130.24 mmol, 2 eq) was added. The temperature was warmed to RT and continued for 1 h. The reaction mixture was poured into sat. NH4Cl and extracted with EtOAc. The organic layers were dried, concentrated and purified by column chromatography (eluting with 10% EtOAc in PE) to afford 4-chloro-7-(phenylsulf... RXN SMILES: [Cl:1][C:2]1[C:3]2[CH:10]=[CH:9][NH:8][C:4]=2[N:5]=[CH:6][N:7]=1.[H-].[Na+].[C:13]1([S:19](Cl)(=[O:21])=[O:20])[CH:18]=[CH:17][CH:16]=[CH:15][CH:14]=1.[NH4+].[Cl-]>C1COCC1>[Cl:1][C:2]1[C:3]2[CH:10]=[CH:9][N:8]([S:19]([C:13]3[CH:18]=[CH:17][CH:16]=[CH:15][CH:14]=3)(=[O:21])=[O:20])[C:4]=2[N:5]=[CH:6][N:7]=1 |f:1.2,4.5|. Reactants: ClC=1C2=C(N=CN1)NC=C2 (4-chloro-7H-pyrrolo[2,3-d]pyrimidine), [H-].[Na+] (NaH), [NH4+].[Cl-] (NH4Cl), C1(=CC=CC=C1)S(=O)(=O)Cl (benzenesulfonyl chloride). Reaction conditions: time 3 hour. Product: ClC=1C2=C(N=CN1)N(C=C2)S(=O)(=O)C2=CC=CC=C2 (4-chloro-7-(phenylsulfonyl)-7H-pyrrolo[2,3-d]pyrimidine). Solvent: C1CCOC1 (THF). Starting materials: [N+](=O)([O-])C1=C(C=CC(=C1)[N+](=O)[O-])[O-].N[N+]1=CC2=C(C=C1)OCC2 (5-amino-2,3-dihydrofuro[3,2-c]pyridin-5-ium 2,4-dinitrobenzenolate), C([O-])([O-])=O.[K+].[K+] (potassium carbonate), C1(=CC=CC=C1)C#CC(=O)OC (methyl 3-phenylpropiolate). Solvent: O (water), CN(C=O)C (dimethylformamide). Run at time 14 hour. The product is C1(=CC=CC=C1)C1=NN2C(C3=C(C=C2)OCC3)=C1C(=O)OC (methyl 2-phenyl-8,9-dihydrofuro[3,2-c]pyrazolo[1,5-a]pyridine-1-carboxylate). Yield: 18.1%. RXN SMILES: [N+](C1C=C([N+]([O-])=O)C=CC=1[O-])([O-])=O.[NH2:14][N+:15]1[CH:20]=[CH:19][C:18]2[O:21][CH2:22][CH2:23][C:17]=2[CH:16]=1.C(=O)([O-])[O-].[K+].[K+].[C:30]1([C:36]#[C:37][C:38]([O:40][CH3:41])=[O:39])[CH:35]=[CH:34][CH:33]=[CH:32][CH:31]=1>CN(C)C=O.O>[C:30]1([C:36]2[C:37]([C:38]([O:40][CH3:41])=[O:39])=[C:16]3[C:17]4[CH2:23][CH2:22][O:21][C:18]=4[CH:19]=[CH:20][N:15]3[N:14]=2)[CH:35]=[CH:34][CH:33]=[CH:32][CH:31]=1 |f:0.1,2.3.4|. Procedure: To a mixture of 5-amino-2,3-dihydrofuro[3,2-c]pyridin-5-ium 2,4-dinitrobenzenolate (1.00 g, 3.12 mmol) and potassium carbonate (640 mg, 4.37 mmol) in dimethylformamide (20 mL) was added methyl 3-phenylpropiolate (506 μL, 3.43 mmol) under ice-cooling, and the mixture was stirred at room temperature for 14 hr. The reaction solution was diluted with water and extracted with ethyl acetate. The extract was dried over anhydrous sodium sulfate. The solvent was evaporated under reduced pressure and the ... RXN SMILES: [CH2:1]([CH:2]([CH3:3])[CH3:4])[N:5]([CH:6]([CH2:7][CH2:8][CH2:9][CH2:10][NH2:11])[C:12](=[O:13])[OH:14])[S:15](=[O:16])(=[O:17])[c:18]1[cH:19][cH:20][c:21]([N+:24](=[O:25])[O-:26])[cH:22][cH:23]1.[CH3:27][O:28][c:29]1[cH:30][c:31]([CH:32]=[CH:33][C:34](=[O:35])[OH:36])[cH:37][cH:38][cH:39]1>>[CH2:1]([CH:2]([CH3:3])[CH3:4])[N:5]([CH:6]([CH2:7][CH2:8][CH2:9][CH2:10][NH:11][C:34]([CH:33]=[CH:32][c:31]1[cH:30][c:29]([O:28][CH3:27])[cH:39][cH:38][cH:37]1)=[O:35])[C:12](=[O:13])[OH:14])[S:15](=[O:16])(=[O:17])[c:18]1[cH:19][cH:20][c:21]([N+:24](=[O:25])[O-:26])[cH:22][cH:23]1. Starting materials: CC(C)CN(C(CCCCN)C(=O)O)S(=O)(=O)c1ccc([N+](=O)[O-])cc1, COc1cccc(C=CC(=O)O)c1. Yields the product COc1cccc(C=CC(=O)NCCCCC(C(=O)O)N(CC(C)C)S(=O)(=O)c2ccc([N+](=O)[O-])cc2)c1.